From a dataset of the Open Reaction Database (ORD), a public repository of structured organic reaction records. describe an organic reaction: reactants, conditions, products, and yield Reactants: OCC#CCO, COCC#CCO, COS(=O)(=O)OC, COc1ccccc1Oc1c(Cl)nc(-c2ccncc2)nc1NS(=O)(=O)c1ccc(C(C)C)cn1, [H-], [Na+], CN(C)C=O, O=C(O)CC(O)(CC(=O)O)C(=O)O. Yields the product COCC#CCOc1nc(-c2ccncc2)nc(NS(=O)(=O)c2ccc(C(C)C)cn2)c1Oc1ccccc1OC. Reaction SMILES: [CH2:43]([OH:44])[C:45]#[C:46][CH2:47][OH:48].[CH3:36][O:37][CH2:38][C:39]#[C:40][CH2:41][OH:42].[CH3:49][O:50][S:51]([O:52][CH3:53])(=[O:54])=[O:55].[CH:1]([CH3:2])([CH3:3])[c:4]1[cH:5][cH:6][c:7]([S:10](=[O:11])(=[O:12])[NH:13][c:14]2[n:15][c:16](-[c:30]3[cH:31][cH:32][n:33][cH:34][cH:35]3)[n:17][c:18]([Cl:29])[c:19]2[O:20][c:21]2[c:22]([O:27][CH3:28])[cH:23][cH:24][cH:25][cH:26]2)[n:8][cH:9]1.[H-:57].[Na+:56].[O:58]=[CH:59][N:60]([CH3:61])[CH3:62].[OH:63][C:64]([CH2:65][C:66]([C:67](=[O:68])[OH:69])([CH2:70][C:71](=[O:72])[OH:73])[OH:74])=[O:75]>>[CH:1]([CH3:2])([CH3:3])[c:4]1[cH:5][cH:6][c:7]([S:10](=[O:11])(=[O:12])[NH:13][c:14]2[n:15][c:16](-[c:30]3[cH:31][cH:32][n:33][cH:34][cH:35]3)[n:17][c:18]([O:42][CH2:41][C:40]#[C:39][CH2:38][O:37][CH3:36])[c:19]2[O:20][c:21]2[c:22]([O:27][CH3:28])[cH:23][cH:24][cH:25][cH:26]2)[n:8][cH:9]1. Reactants: Oc1cc2cn[nH]c2cc1Br, C1CCOC1, CCOC(C)=O, [Cl-], [NH4+], OCc1ccccc1, c1ccc(P(c2ccccc2)c2ccccc2)cc1. Yields the product Brc1cc2[nH]ncc2cc1OCc1ccccc1. RXN SMILES: [Br:1][c:2]1[c:3]([OH:11])[cH:4][c:5]2[cH:6][n:7][nH:8][c:9]2[cH:10]1.[CH2:41]1[O:42][CH2:43][CH2:44][CH2:45]1.[CH3:46][CH2:47][O:48][C:49]([CH3:50])=[O:51].[Cl-:39].[NH4+:40].[OH:12][CH2:13][c:14]1[cH:15][cH:16][cH:17][cH:18][cH:19]1.[c:20]1([P:21]([c:22]2[cH:23][cH:24][cH:25][cH:26][cH:27]2)[c:28]2[cH:29][cH:30][cH:31][cH:32][cH:33]2)[cH:34][cH:35][cH:36][cH:37][cH:38]1>>[Br:1][c:2]1[c:3]([O:11][CH2:13][c:14]2[cH:15][cH:16][cH:17][cH:18][cH:19]2)[cH:4][c:5]2[cH:6][n:7][nH:8][c:9]2[cH:10]1. The reactants are C(C)(=O)OCC=1C(=NC=CC1B1OC(C(O1)(C)C)(C)C)N1C(C=2N(C=3CCCCC3C2)CC1)=O ((2-(1-Oxo-3,4,6,7,8,9-hexahydropyrazino[1,2-a]indol-2(1H)-yl)-4-(4,4,5,5-tetramethyl-1,3,2-dioxaborolan-2-yl)pyridin-3-yl)methyl acetate), BrC=1C=C(C(N(C1)C)=O)NC1=NN2C(COCC2)=C1 (5-Bromo-3-(6,7-dihydro-4H-pyrazolo[5,1-c][1,4]oxazin-2-ylamino)-1-methylpyridin-2(1H)-one). Yields the product C(C)(=O)OCC=1C(=NC=CC1C1=CN(C(C(=C1)NC1=NN2C(COCC2)=C1)=O)C)N1C(C=2N(C=3CCCCC3C2)CC1)=O ((4-(5-(6,7-Dihydro-4H-pyrazolo[5,1-c][1,4]oxazin-2-ylamino)-1-methyl-6-oxo-1,6-dihydropyridin-3-yl)-2-(1-oxo-3,4,6,7,8,9-hexahydropyrazino[1,2-a]indol-2(1H)-yl)pyridin-3-yl)methyl Acetate). Yield: 61.0%. As a reaction SMILES: [C:1]([O:4][CH2:5][C:6]1[C:7]([N:21]2[CH2:33][CH2:32][N:24]3[C:25]4[CH2:26][CH2:27][CH2:28][CH2:29][C:30]=4[CH:31]=[C:23]3[C:22]2=[O:34])=[N:8][CH:9]=[CH:10][C:11]=1B1OC(C)(C)C(C)(C)O1)(=[O:3])[CH3:2].Br[C:36]1[CH:37]=[C:38]([NH:44][C:45]2[CH:53]=[C:48]3[CH2:49][O:50][CH2:51][CH2:52][N:47]3[N:46]=2)[C:39](=[O:43])[N:40]([CH3:42])[CH:41]=1>>[C:1]([O:4][CH2:5][C:6]1[C:7]([N:21]2[CH2:33][CH2:32][N:24]3[C:25]4[CH2:26][CH2:27][CH2:28][CH2:29][C:30]=4[CH:31]=[C:23]3[C:22]2=[O:34])=[N:8][CH:9]=[CH:10][C:11]=1[C:36]1[CH:37]=[C:38]([NH:44][C:45]2[CH:53]=[C:48]3[CH2:49][O:50][CH2:51][CH2:52][N:47]3[N:46]=2)[C:39](=[O:43])[N:40]([CH3:42])[CH:41]=1)(=[O:3])[CH3:2]. Procedure: Following the procedures as described in Example 113j, reaction of 3-(acetoxymethyl)-2-(1-oxo-3,4,6,7,8,9-hexahydropyrazino[1,2-a]indol-2(1H)-yl)pyridin-4-ylboronic acid 113i (200 mg, 0.52 mmol) and 129c (170 mg, 0.52 mmol) gave 129d as a yellow solid (185 mg, 61%). LCMS: [M+H]+ 584